Dataset: the Open Reaction Database (ORD), a public repository of structured organic reaction records. Task: describe an organic reaction: reactants, conditions, products, and yield Reactants: C(=O)(OCC1=CC=CC=C1)NCCC[C@H](NC(C(C1=CC=CC=C1)C1=CC=CC=C1)=O)C(=O)N[C@H](C)C1=CC=CC=C1 ((R)-N5 -(Cbz)-N2 -(diphenylacetyl)-(S)-N-(1-phenylethyl)ornithine amide), Cl (hydrochloride), CC(=O)O (HOAc), acetate salt. Reagents/catalysts: [Pd] (Pd/C). Solvent: CO (MeOH). Yields the product Cl.C1(=CC=CC=C1)C(C(=O)N[C@@H](CCCN)C(=O)N[C@H](C)C1=CC=CC=C1)C1=CC=CC=C1 ((R)-N2 -(Diphenylacetyl)-(S)-N-(1-phenylethyl)ornithine amide hydrochloride). Reaction SMILES: C([NH:11][CH2:12][CH2:13][CH2:14][C@@H:15]([C:32]([NH:34][C@@H:35]([C:37]1[CH:42]=[CH:41][CH:40]=[CH:39][CH:38]=1)[CH3:36])=[O:33])[NH:16][C:17](=[O:31])[CH:18]([C:25]1[CH:30]=[CH:29][CH:28]=[CH:27][CH:26]=1)[C:19]1[CH:24]=[CH:23][CH:22]=[CH:21][CH:20]=1)(OCC1C=CC=CC=1)=O.CC(O)=O.[ClH:47]>[Pd].CO>[ClH:47].[C:25]1([CH:18]([C:19]2[CH:20]=[CH:21][CH:22]=[CH:23][CH:24]=2)[C:17]([NH:16][C@H:15]([C:32]([NH:34][C@@H:35]([C:37]2[CH:38]=[CH:39][CH:40]=[CH:41][CH:42]=2)[CH3:36])=[O:33])[CH2:14][CH2:13][CH2:12][NH2:11])=[O:31])[CH:26]=[CH:27][CH:28]=[CH:29][CH:30]=1 |f:5.6|. Reported procedure: Prepared according to the method described in Example 1(e) above from (R)-N5 -(Cbz)-N2 -(diphenylacetyl)-(S)-N-(1-phenylethyl)ornithine amide (2.0 g; 3.5 mmol; from step (b) above), 10% Pd/C (w/w; 150 mg), HOAc (100 mL; instead of MeOH), overnight reaction time. The crude acetate salt was converted to the sub-title hydrochloride and was used without further purification. Reactants: solution, C(CCC)[Li] (n-butyl lithium), CCCCCC (n-hexane), CB(C)C (trimethylboron), CC(C(=O)NC1=CC=NC=C1)(C)C (2,2-dimethyl-N-pyridin-4-yl-propionamide), OO (hydrogen peroxide). Solvent: O (Water), O (water), O1CCCC1 (tetrahydrofuran), C(C)(=O)O (acetic acid). Conditions: time 2.5 hour. The product is OC=1C=NC=CC1NC(C(C)(C)C)=O (N-(3-hydroxy-4-pyridinyl)-2,2-dimethyl-propionamide). The yield is 67.0%. As a reaction SMILES: [CH3:1][C:2]([CH3:13])([CH3:12])[C:3]([NH:5][C:6]1[CH:11]=[CH:10][N:9]=[CH:8][CH:7]=1)=[O:4].C([Li])CCC.CCCCCC.CB(C)C.[OH:29]O>O1CCCC1.O.C(O)(=O)C>[OH:29][C:7]1[CH:8]=[N:9][CH:10]=[CH:11][C:6]=1[NH:5][C:3](=[O:4])[C:2]([CH3:13])([CH3:12])[CH3:1]. Procedure: 2,2-dimethyl-N-pyridin-4-yl-propionamide (1.6 g, 8.977 mol) was dissolved in anhydrous tetrahydrofuran (20 ml) under nitrogen atmosphere and then cooled to −780, and then 2.5M solution of n-butyl lithium (n-BuLi) in n-hexane (9 ml, 22.443 mmol) was added thereto dropwise and then stirred at 0□ for 2.5 hours until yellow crystals were formed. After cooling the reaction mixture to −78□, trimethylboron (2.5 ml, 22.443 mmol) was added thereto dropwise for 10 minutes, and the temperature was raised s... Reactants: BrC=1SC=CN1 (2-Bromothiazole), C1(=CC=CC=C1)OB(O)O (phenylboric acid), C([O-])([O-])=O.[K+].[K+] (potassium carbonate), C(C)O (ethanol), tetrakistriphenylphosphine palladium. The solvent is C1(=CC=CC=C1)C (toluene). The product is C1(=CC=CC=C1)C=1SC=CN1 (2-phenylthiazole). Yield: 67.2%. RXN SMILES: Br[C:2]1[S:3][CH:4]=[CH:5][N:6]=1.[C:7]1(OB(O)O)[CH:12]=[CH:11][CH:10]=[CH:9][CH:8]=1.C(=O)([O-])[O-].[K+].[K+].C(O)C>C1(C)C=CC=CC=1>[C:7]1([C:2]2[S:3][CH:4]=[CH:5][N:6]=2)[CH:12]=[CH:11][CH:10]=[CH:9][CH:8]=1 |f:2.3.4|. Reported procedure: 2-Bromothiazole (1.2 mmol, 0.11 mL) and phenylboric acid (1.2 mmol, 0.146 g) were added to a solution of potassium carbonate (2M, 1.2 mL) and ethanol (0.6 mL) in deoxygenated toluene (12 mL). The resulting mixture was degassed for 30 minutes, then tetrakistriphenylphosphine palladium (0.036 mmol, 0.042 g) was added and the solution heated at reflux for 48 hours. The solids were removed by filtration and the solution extracted with toluene (5x), dried (MgSO4), filtered and concentrated. The resid...